This data is from the Open Reaction Database (ORD), a public repository of structured organic reaction records. The task is: describe an organic reaction: reactants, conditions, products, and yield Starting materials: BrC1=CC=C(C=C1)C(CCCBr)Br (1-bromo-4-(1,4-dibromobutyl)benzene), C(C)(C)(C)OC(=O)N1C(N(C(C1)=O)C1=CC(=CC(=C1)Cl)Cl)=O (3-(3,5-dichlorophenyl)-2,4-dioxoimidazolidine-1-carboxylic acid tert-butyl ester). The product is C(C)(C)(C)OC(=O)N1C(N(C([C@@]12[C@@H](CCC2)C2=CC=C(C=C2)Br)=O)C2=CC(=CC(=C2)Cl)Cl)=O ((5R*,6S*)-6-(4-Bromophenyl)-3-(3,5-dichlorophenyl)-2,4-dioxo-1,3-diazaspiro[4.4]nonane-1-carboxylic acid tert-butyl ester). As a reaction SMILES: [Br:1][C:2]1[CH:7]=[CH:6][C:5]([CH:8](Br)[CH2:9][CH2:10][CH2:11]Br)=[CH:4][CH:3]=1.[C:14]([O:18][C:19]([N:21]1[CH2:25][C:24](=[O:26])[N:23]([C:27]2[CH:32]=[C:31]([Cl:33])[CH:30]=[C:29]([Cl:34])[CH:28]=2)[C:22]1=[O:35])=[O:20])([CH3:17])([CH3:16])[CH3:15]>>[C:14]([O:18][C:19]([N:21]1[C@@:25]2([CH2:11][CH2:10][CH2:9][C@H:8]2[C:5]2[CH:4]=[CH:3][C:2]([Br:1])=[CH:7][CH:6]=2)[C:24](=[O:26])[N:23]([C:27]2[CH:32]=[C:31]([Cl:33])[CH:30]=[C:29]([Cl:34])[CH:28]=2)[C:22]1=[O:35])=[O:20])([CH3:17])([CH3:15])[CH3:16]. Reported procedure: Using the same procedure as in Example 1 starting from 1-bromo-4-(1,4-dibromobutyl)benzene (153 mg, 0.4 mmol) (Preparation 4) and 3-(3,5-dichlorophenyl)-2,4-dioxoimidazolidine-1-carboxylic acid tert-butyl ester (113 mg, 0.33 mmol) (Preparation 11), the above-titled compound was obtained (33 mg) as a white solid. 1H NMR (CDCl3): 7.48 (2H, d, J=8.3 Hz), 7.30 (1H, m), 7.07 (2H, d, J=8.3 Hz ), 6.52 (2H, m), 4.06 (1H, dd, J1=13.1 Hz, J2=5.5 Hz), 2.35-2.6 (3H, m), 2-2.35 (3H, m), 1.66 (9H, s). The reactants are COC1=C(C=CC=C1)C(C)(O)C1=C(C=CC=C1)OC (1,1-Bis(2-methoxyphenyl)ethanol), C(C)(=O)OC(C)=O (acetic anhydride), S(O)(O)(=O)=O (sulfuric acid). Run in CCOCC (ether). Reaction conditions: time 10 minute. Product: COC1=C(C=CC=C1)C(=C)C1=C(C=CC=C1)OC (1,1-Bis(2-methoxyphenyl)-ethene). Yield: 58.8%. As a reaction SMILES: [CH3:1][O:2][C:3]1[CH:8]=[CH:7][CH:6]=[CH:5][C:4]=1[C:9]([C:12]1[CH:17]=[CH:16][CH:15]=[CH:14][C:13]=1[O:18][CH3:19])(O)[CH3:10].C(OC(=O)C)(=O)C.S(=O)(=O)(O)O>CCOCC>[CH3:19][O:18][C:13]1[CH:14]=[CH:15][CH:16]=[CH:17][C:12]=1[C:9]([C:4]1[CH:5]=[CH:6][CH:7]=[CH:8][C:3]=1[O:2][CH3:1])=[CH2:10]. Procedure: 1,1-Bis(2-methoxyphenyl)ethanol (25.6 g) was combined with 250 ml of acetic anhydride and the mixture was heated at reflux for 4 hours. A drop of concentrated sulfuric acid was added and the heating continued for 10 min. The opaque brown mixture obtained was allowed to cool and was diluted with ether. The resulting solution was extracted twice with water, dried over magnesium sulfate, filtered, and concentrated by evaporation under reduced pressure to obtain a brownish-black solid. This was recr... The reactants are N[C@H]1C[C@]2([C@H](OCC2)C1)C(=O)N1CCN(CC1)C(=O)OCC1=CC=CC=C1 (benzyl 4-((3aS,5S,6aR)-5-aminohexahydro-2H-cyclopenta[b]furan-3a-carbonyl)piperazine-1-carboxylate), CO[C@@H]1COCCC1=O ((R)-3-methoxydihydro-2H-pyran-4(3H)-one), CO[C@@H]1COCCC1=O ((R)-3-methoxydihydro-2H-pyran-4(3H)-one). Yields the product CO[C@@H]1COCC[C@@H]1N[C@H]1C[C@]2([C@H](OCC2)C1)C(=O)N1CCN(CC1)C(=O)OCC1=CC=CC=C1 (benzyl 4-((3aS,5S,6aR)-5-(((3S,4S)-3-methoxytetrahydro-2H-pyran-4-yl)amino)hexahydro-2H-cyclopenta[b]furan-3a-carbonyl)piperazine-1-carboxylate). As a reaction SMILES: [NH2:1][C@@H:2]1[CH2:9][C@H:5]2[O:6][CH2:7][CH2:8][C@@:4]2([C:10]([N:12]2[CH2:17][CH2:16][N:15]([C:18]([O:20][CH2:21][C:22]3[CH:27]=[CH:26][CH:25]=[CH:24][CH:23]=3)=[O:19])[CH2:14][CH2:13]2)=[O:11])[CH2:3]1.[CH3:28][O:29][C@H:30]1[C:35](=O)[CH2:34][CH2:33][O:32][CH2:31]1>>[CH3:28][O:29][C@H:30]1[C@@H:35]([NH:1][C@@H:2]2[CH2:9][C@H:5]3[O:6][CH2:7][CH2:8][C@@:4]3([C:10]([N:12]3[CH2:13][CH2:14][N:15]([C:18]([O:20][CH2:21][C:22]4[CH:23]=[CH:24][CH:25]=[CH:26][CH:27]=4)=[O:19])[CH2:16][CH2:17]3)=[O:11])[CH2:3]2)[CH2:34][CH2:33][O:32][CH2:31]1. Reported procedure: The product of Step H was prepared from the reaction of the product of Step G and (R)-3-methoxydihydro-2H-pyran-4(3H)-one (Intermediate 1) following the procedure described in Example 1, Step H. Calculated for C26H37N3O6: 488.3 (M+1). found: 488.1.